From a dataset of the Open Reaction Database (ORD), a public repository of structured organic reaction records. describe an organic reaction: reactants, conditions, products, and yield The reactants are Cl.FC(C1=C(O[C@@H]2CNCC2)C=CC=C1)(F)F ((3S)-3-[2-(trifluoromethyl)phenoxy]pyrrolidine hydrochloride), O[C@H]1CN(CC1)C(=O)OC(C)(C)C (tert-butyl (3R)-3-hydroxypyrrolidine-1-carboxylate), BrC1=C(C=C(C=C1)F)O (2-bromo-5-fluorophenol). Yields the product Cl.BrC1=C(O[C@@H]2CNCC2)C=C(C=C1)F ((3S)-3-(2-Bromo-5-fluorophenoxy)pyrrolidine hydrochloride). RXN SMILES: [ClH:1].FC(F)(F)C1C=CC=CC=1O[C@H]1CCNC1.[OH:18][C@@H:19]1[CH2:23][CH2:22][N:21](C(OC(C)(C)C)=O)[CH2:20]1.[Br:31][C:32]1[CH:37]=[CH:36][C:35]([F:38])=[CH:34][C:33]=1O>>[ClH:1].[Br:31][C:32]1[CH:37]=[CH:36][C:35]([F:38])=[CH:34][C:33]=1[O:18][C@H:19]1[CH2:23][CH2:22][NH:21][CH2:20]1 |f:0.1,4.5|. Procedure details: The title compound was prepared in the same manner as described for (3S)-3-[2-(trifluoromethyl)phenoxy]pyrrolidine hydrochloride from tert-butyl (3R)-3-hydroxypyrrolidine-1-carboxylate and 2-bromo-5-fluorophenol. 1H NMR (300 MHz, DMSO-d6): δ 7.62 (m, 1H), 7.19 (m, 1H), 6.84 (m, 1H), 5.22 (s, 1H), 3.53 (s, 1H), 3.32 (m, 3H), 2.14 (m, 2H). Starting materials: [O-]CC.[Na+] (Sodium ethoxide), C(C)(=O)NC(C(=O)OCC)C(=O)OCC (diethyl 2-acetamidomalonate), CC(CCCI)(C)[N+](=O)[O-] (4-methyl-4-nitropentyl iodide). Solvent: C(C)O (ethanol), C(C)O (ethanol). Product: C(C)(=O)NC(C(=O)OCC)(C(=O)OCC)CCCC(C)([N+](=O)[O-])C (Diethyl 2-acetylamino-2-(4-methyl-4-nitropentyl)malonate). Yield: 83.4%. RXN SMILES: [O-]CC.[Na+].[C:5]([NH:8][CH:9]([C:15]([O:17][CH2:18][CH3:19])=[O:16])[C:10]([O:12][CH2:13][CH3:14])=[O:11])(=[O:7])[CH3:6].[CH3:20][C:21]([N+:27]([O-:29])=[O:28])([CH3:26])[CH2:22][CH2:23][CH2:24]I>C(O)C>[C:5]([NH:8][C:9]([CH2:24][CH2:23][CH2:22][C:21]([CH3:26])([N+:27]([O-:29])=[O:28])[CH3:20])([C:15]([O:17][CH2:18][CH3:19])=[O:16])[C:10]([O:12][CH2:13][CH3:14])=[O:11])(=[O:7])[CH3:6] |f:0.1|. Procedure details: 20% Sodium ethoxide (3.74 g, 11 mmol) and diethyl 2-acetamidomalonate (2.39 g, 11 mmol) were dissolved in ethanol (10 ml). A solution of 4-methyl-4-nitropentyl iodide (2.57 g, 10 mmol) in ethanol (8 ml) was added and the mixture was refluxed under heating for 5 h. Ethanol was evaporated by concentration under reduced pressure and ethyl acetate (50 ml) was added. The mixture was washed with water (20 ml) and saturated brine (20 ml). Ethyl acetate was evaporated by concentration under reduced pres... Starting materials: OCCC=1C=C(C=CC1OC)CC(C(=O)OCC)OC(C)C (ethyl 3-[3-(2-hydroxyethyl)-4-methoxyphenyl]-2-isopropoxypropanoate), O(C1=CC=CC=C1)C1=CC=C(C=C1)N=C=O (4-phenoxyphenylisocyanate). The product is C(C)(C)OC(C(=O)O)CC1=CC(=C(C=C1)OC)CCOC(=O)NC1=CC=C(C=C1)OC1=CC=CC=C1 (2-Isopropoxy-3-[4-methoxy-3-(2-{[(4-phenoxyanilino)-carbonyl]oxy}ethyl)phenyl]propanoic acid). As a reaction SMILES: [OH:1][CH2:2][CH2:3][C:4]1[CH:5]=[C:6]([CH2:12][CH:13]([O:19][CH:20]([CH3:22])[CH3:21])[C:14]([O:16]CC)=[O:15])[CH:7]=[CH:8][C:9]=1[O:10][CH3:11].[O:23]([C:30]1[CH:35]=[CH:34][C:33]([N:36]=[C:37]=[O:38])=[CH:32][CH:31]=1)[C:24]1[CH:29]=[CH:28][CH:27]=[CH:26][CH:25]=1>>[CH:20]([O:19][CH:13]([CH2:12][C:6]1[CH:7]=[CH:8][C:9]([O:10][CH3:11])=[C:4]([CH2:3][CH2:2][O:1][C:37]([NH:36][C:33]2[CH:34]=[CH:35][C:30]([O:23][C:24]3[CH:25]=[CH:26][CH:27]=[CH:28][CH:29]=3)=[CH:31][CH:32]=2)=[O:38])[CH:5]=1)[C:14]([OH:16])=[O:15])([CH3:21])[CH3:22]. Procedure: Using ethyl 3-[3-(2-hydroxyethyl)-4-methoxyphenyl]-2-isopropoxypropanoate and 4-phenoxyphenylisocyanate, the title compound was obtained in the same manner as described in Example 148. The reactants are BrC1=C2CC(NC2=CC=C1)=O (4-bromo-1,3-dihydro-2H-indol-2-one), N1C(=CC=C1)C=O (pyrrole-2-carboxaldehyde), O (water). The solvent is N1CCCCC1 (piperidine), CC(C)O (2-propanol). Conditions: temperature 85 celsius. Product: BrC1=C2/C(/C(NC2=CC=C1)=O)=C/C=1NC=CC1 ((Z)-4-Bromo-1,3-dihydro-3-[(1H-pyrrol-2-yl)methylene]-2H-indol-2-one). As a reaction SMILES: [Br:1][C:2]1[CH:10]=[CH:9][CH:8]=[C:7]2[C:3]=1[CH2:4][C:5](=[O:11])[NH:6]2.[NH:12]1[CH:16]=[CH:15][CH:14]=[C:13]1[CH:17]=O.O>N1CCCCC1.CC(O)C>[Br:1][C:2]1[CH:10]=[CH:9][CH:8]=[C:7]2[C:3]=1/[C:4](=[CH:17]/[C:13]1[NH:12][CH:16]=[CH:15][CH:14]=1)/[C:5](=[O:11])[NH:6]2. Procedure details: A mixture of 4-bromo-1,3-dihydro-2H-indol-2-one (0.2 g, 0.94 mmol) (see Kosuge et al., supra), and excess pyrrole-2-carboxaldehyde (0.11 g, 1.13 mmol) (Aldrich) in 1% piperidine in 2-propanol (2 mL) was heated at 85° C. for 2 h. Hot water (2 mL) was added. On cooling, the crystallized product was filtered off, washed with aqueous 2-propanol and dried. (Yield 0.26 g, 96%). The reactants are O (water), [H-].[Na+] (Sodium hydride), C1(=CC=CC=C1)NC1=CC=CC=C1 (diphenylamine), ClCC1=NC2=CC(=C(C=C2C(=N1)C1=CC(=C(C=C1)OC)OC)OC)OC (2-chloromethyl-4-(3,4-dimethoxyphenyl)-6,7-dimethoxyquinazoline). Solvent: CN(C=O)C (N,N-dimethylformamide). Run at time 20 minute. The product is C1(=CC=CC=C1)N(C1=CC=CC=C1)CC1=NC2=CC(=C(C=C2C(=N1)C1=CC(=C(C=C1)OC)OC)OC)OC (2-(N,N-diphenylaminomethyl)-4-(3,4-dimethoxyphenyl)-6,7-dimethoxyquinazoline). The yield is 19.9%. As a reaction SMILES: [H-].[Na+].[C:3]1([NH:9][C:10]2[CH:15]=[CH:14][CH:13]=[CH:12][CH:11]=2)[CH:8]=[CH:7][CH:6]=[CH:5][CH:4]=1.Cl[CH2:17][C:18]1[N:27]=[C:26]([C:28]2[CH:33]=[CH:32][C:31]([O:34][CH3:35])=[C:30]([O:36][CH3:37])[CH:29]=2)[C:25]2[C:20](=[CH:21][C:22]([O:40][CH3:41])=[C:23]([O:38][CH3:39])[CH:24]=2)[N:19]=1.O>CN(C)C=O>[C:10]1([N:9]([CH2:17][C:18]2[N:27]=[C:26]([C:28]3[CH:33]=[CH:32][C:31]([O:34][CH3:35])=[C:30]([O:36][CH3:37])[CH:29]=3)[C:25]3[C:20](=[CH:21][C:22]([O:40][CH3:41])=[C:23]([O:38][CH3:39])[CH:24]=3)[N:19]=2)[C:3]2[CH:4]=[CH:5][CH:6]=[CH:7][CH:8]=2)[CH:11]=[CH:12][CH:13]=[CH:14][CH:15]=1 |f:0.1|. Procedure details: Sodium hydride (oily, 60%, 0.129 g) was added to a solution of diphenylamine (0.497 g) in N,N-dimethylformamide (10 ml), and the mixture was stirred at room temperature for 20 minutes. Then, 2-chloromethyl-4-(3,4-dimethoxyphenyl)-6,7-dimethoxyquinazoline (1.0 g) was added, and the mixture was stirred at 100° C. for 4 hours. The reaction mixture was poured into water, and extracted with ethyl acetate. The ethyl acetate layer was washed with water, dried over magnesium sulfate, and concentrated un... The reactants are Cl.NC=1C=C(C=CC1)C1=CC(=CC=C1)N1C=NC2=C1C=CC(=C2)C(F)(F)F (1(3'-Amino, 3-biphenylyl)-5-trifluoromethylbenzimidazole hydrochloride), C(C)(=O)OC(C)=O (Acetic anhydride), C(Cl)Cl (Methylene chloride). The solvent is O (water). Conditions: time 1 hour. The product is C(C)(=O)NC=1C=C(C=CC1)C1=CC(=CC=C1)N1C=NC2=C1C=CC(=C2)C(F)(F)F (1-(3'-Acetamido-3-biphenylyl)-5-trifluoromethylbenzimidazole). Reaction SMILES: Cl.[NH2:2][C:3]1[CH:4]=[C:5]([C:9]2[CH:14]=[CH:13][CH:12]=[C:11]([N:15]3[C:19]4[CH:20]=[CH:21][C:22]([C:24]([F:27])([F:26])[F:25])=[CH:23][C:18]=4[N:17]=[CH:16]3)[CH:10]=2)[CH:6]=[CH:7][CH:8]=1.[C:28](OC(=O)C)(=[O:30])[CH3:29].C(Cl)Cl>O>[C:28]([NH:2][C:3]1[CH:4]=[C:5]([C:9]2[CH:14]=[CH:13][CH:12]=[C:11]([N:15]3[C:19]4[CH:20]=[CH:21][C:22]([C:24]([F:27])([F:26])[F:25])=[CH:23][C:18]=4[N:17]=[CH:16]3)[CH:10]=2)[CH:6]=[CH:7][CH:8]=1)(=[O:30])[CH3:29] |f:0.1|. Procedure details: Compound 8a (0.7 g, 1.79 mmol) was converted to the corresponding free base by partitioning between 0.1M aqueous NaOH (200 ml) and diethyl ether (200 ml). The phases were separated and the aqueous phase was extracted twice with ether. The combined ethereal phases were dried and evaporated. The residue was dissolved in dry methylene chloride (20 ml). Acetic anhydride (0.22 g, 2.15 mmol) was slowly added with ice cooling. After completed addition the mixture was stirred for one hour at room temper... Reactants: ClC=1C=C(C=CC1)[C@H]1C[C@](C(N([C@@H]1C1=CC=C(C=C1)Cl)[C@@H](C(C)=O)CC)=O)(C)CC(=O)O (2-((3R,5R,6S)-5-(3-Chlorophenyl)-6-(4-chlorophenyl)-3-methyl-2-oxo-1-((R)-2-oxopentan-3-yl)piperidin-3-yl)acetic acid), [BH4-].[Na+] (sodium borohydride), [NH4+].[Cl-] (NH4Cl). Solvent: C1CCOC1.CO (THF MeOH). Reaction conditions: time 1 hour. The product is ClC=1C=C(C=CC1)[C@H]1C[C@](C(N([C@@H]1C1=CC=C(C=C1)Cl)[C@@H]([C@H](C)O)CC)=O)(C)CC(=O)O (2-((3R,5R,6S)-5-(3-Chlorophenyl)-6-(4-chlorophenyl)-1-((2S,3R)-2-hydroxypentan-3-yl)-3-methyl-2-oxopiperidin-3-yl)acetic acid). Reaction SMILES: [Cl:1][C:2]1[CH:3]=[C:4]([C@@H:8]2[C@@H:13]([C:14]3[CH:19]=[CH:18][C:17]([Cl:20])=[CH:16][CH:15]=3)[N:12]([C@H:21]([CH2:25][CH3:26])[C:22](=[O:24])[CH3:23])[C:11](=[O:27])[C@:10]([CH2:29][C:30]([OH:32])=[O:31])([CH3:28])[CH2:9]2)[CH:5]=[CH:6][CH:7]=1.[BH4-].[Na+].[NH4+].[Cl-]>C1COCC1.CO>[Cl:1][C:2]1[CH:3]=[C:4]([C@@H:8]2[C@@H:13]([C:14]3[CH:19]=[CH:18][C:17]([Cl:20])=[CH:16][CH:15]=3)[N:12]([C@H:21]([CH2:25][CH3:26])[C@@H:22]([OH:24])[CH3:23])[C:11](=[O:27])[C@:10]([CH2:29][C:30]([OH:32])=[O:31])([CH3:28])[CH2:9]2)[CH:5]=[CH:6][CH:7]=1 |f:1.2,3.4,5.6|. Procedure: To a solution of 2-((3R,5R,6S)-5-(3-chlorophenyl)-6-(4-chlorophenyl)-3-methyl-2-oxo-1-((R)-2-oxopentan-3-yl)piperidin-3-yl)acetic acid (0.150 g, 0.315 mmol, Example 155, Step C) in THF/MeOH (3/1, 4 mL) was added sodium borohydride (0.060 g, 1.574 mmol) at room temperature. After being stirred at room temperature for 1 h, the reaction was acidified with sat. aq. NH4Cl solution and extracted with EtOAc. The combined organic layers were washed with sat. aq. NaCl solution, dried over MgSO4, filtered... Starting materials: [Sn](Cl)(Cl)(Cl)Cl (tin tetrachloride), Cl (hydrochloric acid), [Cl-].COC(CCC(=O)O)=O (succinic acid monomethyl ester chloride), S1C2=C(C=C1)C(C1=C(CC2)C=CC=C1)=O (9,10-dihydro-4H-benzo[4,5]cyclohepta[1,2-b]thiophen-4-one), [Cl-].[Al+3].[Cl-].[Cl-] (aluminium chloride). Run in C(=S)=S (carbon disulphide), C(=S)=S (carbon disulphide). Reaction conditions: time 6 hour. Yields the product COC(CCC(=O)C1=CC2=C(S1)CCC1=C(C2=O)C=CC=C1)=O (4-(9,10-dihydro-4-oxo-4H-benzo[4,5]cyclohepta[1,2-b]thiophen-2-yl)-4-oxo butyric acid methyl ester). As a reaction SMILES: [Cl-].[CH3:2][O:3][C:4](=[O:10])[CH2:5][CH2:6][C:7]([OH:9])=O.[S:11]1[CH:15]=[CH:14][C:13]2[C:16](=[O:25])[C:17]3[CH:24]=[CH:23][CH:22]=[CH:21][C:18]=3[CH2:19][CH2:20][C:12]1=2.[Cl-].[Al+3].[Cl-].[Cl-].[Sn](Cl)(Cl)(Cl)Cl.Cl>C(=S)=S>[CH3:2][O:3][C:4](=[O:10])[CH2:5][CH2:6][C:7]([C:15]1[S:11][C:12]2[CH2:20][CH2:19][C:18]3[CH:21]=[CH:22][CH:23]=[CH:24][C:17]=3[C:16](=[O:25])[C:13]=2[CH:14]=1)=[O:9] |f:0.1,3.4.5.6|. Reported procedure: A solution of 6.3 cc of succinic acid monomethyl ester chloride in 100 cc of anhydrous carbon disulphide is added dropwise at 0° to a suspension of 10.0 g of 9,10-dihydro-4H-benzo[4,5]cyclohepta[1,2-b]thiophen-4-one and 30.0 g of anhydrous aluminium chloride in 200 cc of anhydrous carbon disulphide, the reaction mixture is stirred for a further 6 hours at room temperature, 23.3 g of tin tetrachloride are added dropwise thereto at 20° to 25° and stirring is continued at room temperature for 15 ho...